From a dataset of the Open Reaction Database (ORD), a public repository of structured organic reaction records. describe an organic reaction: reactants, conditions, products, and yield The reactants are CC(C)(C)OC(=O)c1sc(-c2ccccc2)cc1C=O, C1CCOC1, CSC, [O-][Cl+][O-], [Na+], [Na+], O, O=P([O-])(O)O. The product is CC(C)(C)OC(=O)c1sc(-c2ccccc2)cc1C(=O)O. As a reaction SMILES: [C:1]([CH3:2])([CH3:3])([CH3:4])[O:5][C:6](=[O:7])[c:8]1[s:9][c:10](-[c:15]2[cH:16][cH:17][cH:18][cH:19][cH:20]2)[cH:11][c:12]1[CH:13]=[O:14].[CH2:34]1[O:35][CH2:36][CH2:37][CH2:38]1.[CH3:21][S:22][CH3:23].[Cl+:30]([O-:31])[O-:32].[Na+:24].[Na+:33].[OH2:39].[OH:25][P:26](=[O:27])([O-:28])[OH:29]>>[C:1]([CH3:2])([CH3:3])([CH3:4])[O:5][C:6](=[O:7])[c:8]1[s:9][c:10](-[c:15]2[cH:16][cH:17][cH:18][cH:19][cH:20]2)[cH:11][c:12]1[C:13](=[O:14])[OH:25]. The reactants are C(C1=CC=CC=C1)OC1=C(C=CC(=C1)C(CCCCCC)(C)C)C1CC(CC(C1C)C)(O)C(Br)Br (3-[2-benzyloxy-4-(1,1-dimethylheptyl)phenyl]-1-dibromomethyl-4,5-dimethylcyclohexanol), C(CCC)[Li] (n-butyllithium). Run in O1CCCC1 (tetrahydrofuran). Conditions: temperature 0 celsius, time 10 minute. Yields the product C(C1=CC=CC=C1)OC1=C(C=CC(=C1)C(CCCCCC)(C)C)C1CC(CCC(C1C)C)=O (3-[2-Benzyloxy-4-(1,1-dimethylheptyl)phenyl]-4,5-dimethylcycloheptanone). As a reaction SMILES: C([O:8][C:9]1[CH:14]=[C:13]([C:15]([CH3:23])([CH3:22])[CH2:16][CH2:17][CH2:18]CCC)[CH:12]=[CH:11][C:10]=1[CH:24]1[CH:29]([CH3:30])[CH:28]([CH3:31])[CH2:27][C:26]([CH:33](Br)Br)([OH:32])[CH2:25]1)C1C=CC=CC=1.[CH2:36]([Li])[CH2:37][CH2:38][CH3:39]>O1CCCC1>[CH2:36]([O:8][C:9]1[CH:14]=[C:13]([C:15]([CH3:23])([CH3:22])[CH2:16][CH2:17][CH2:18][CH2:11][CH2:12][CH3:13])[CH:12]=[CH:11][C:10]=1[CH:24]1[CH:29]([CH3:30])[CH:28]([CH3:31])[CH2:27][CH2:33][C:26](=[O:32])[CH2:25]1)[C:37]1[CH:14]=[CH:9][CH:10]=[CH:39][CH:38]=1. Procedure: To a -78° C. solution of 30.4 g (0.050 mole) of 3-[2-benzyloxy-4-(1,1-dimethylheptyl)phenyl]-1-dibromomethyl-4,5-dimethylcyclohexanol in 150 ml of tetrahydrofuran is slowly added over a period of 2 hours 47.7 ml (0.105 mole) of n-butyllithium (2.2 M in hexane). The reaction solution is stirred 2 hours longer at -78° C. and 10 minutes at 0° C. and then quenched by pouring into 300 ml of ice cold 1 N hydrochloric acid. The quenched reaction is extracted with two 250 ml portions of ether, the combi... Reactants: CO, ClCCl, CC(C(N)=O)n1ccc2c([N+](=O)[O-])cccc2c1=O. Product: CC(C(N)=O)n1ccc2c(N)cccc2c1=O. Reaction SMILES: [CH3:20][OH:21].[Cl:22][CH2:23][Cl:24].[N+:1]([O-:2])(=[O:3])[c:4]1[c:5]2[cH:6][cH:7][n:8]([CH:15]([C:16](=[O:17])[NH2:18])[CH3:19])[c:9](=[O:14])[c:10]2[cH:11][cH:12][cH:13]1>>[NH2:1][c:4]1[c:5]2[cH:6][cH:7][n:8]([CH:15]([C:16](=[O:17])[NH2:18])[CH3:19])[c:9](=[O:14])[c:10]2[cH:11][cH:12][cH:13]1. Starting materials: C[O-].[Na+] (NaOMe), ClC1=NC2=NC=CC=C2C=C1C(=O)OCC (Ethyl 2-chloro-1,8-naphthyridine-3-carboxylate), [NH4+].[Cl-] (NH4Cl). The solvent is CO (MeOH), CO (MeOH). Product: COC1=NC2=NC=CC=C2C=C1C(=O)OC (Methyl 2-methoxy-1,8-naphthyridine-3-carboxylate). RXN SMILES: Cl[C:2]1[C:11]([C:12]([O:14][CH2:15]C)=[O:13])=[CH:10][C:9]2[C:4](=[N:5][CH:6]=[CH:7][CH:8]=2)[N:3]=1.[CH3:17][O-:18].[Na+].[NH4+].[Cl-]>CO>[CH3:17][O:18][C:2]1[C:11]([C:12]([O:14][CH3:15])=[O:13])=[CH:10][C:9]2[C:4](=[N:5][CH:6]=[CH:7][CH:8]=2)[N:3]=1 |f:1.2,3.4|. Reported procedure: Ethyl 2-chloro-1,8-naphthyridine-3-carboxylate (104.0 mg, 0.44 mmol) was dissolved in anhydrous MeOH under N2. NaOMe (33.2 mg, 0.62 mmol) was added as a solution in MeOH. The mixture was refluxed for 15 h, and then it was allowed to cool. NH4Cl (sat) was added and the product extracted with EtOAc. The combined organic extracts were dried (MgSO4), filtered and concentrated to yield 102.0 mg (quant) of the title compound. Starting materials: C(#N)C1=CC(=C(C(=O)OC)C=C1OC)F (Methyl 4-cyano-2-fluoro-5-methoxybenzoate), NO (Hydroxylamine). Solvent: CO (MeOH). Run at time 8 hour. Product: NC(C1=CC(=C(C(=O)OC)C=C1OC)F)=NO (methyl 4-[amino(hydroxyimino)methyl]-2-fluoro-5-methoxybenzoate). RXN SMILES: [C:1]([C:3]1[C:12]([O:13][CH3:14])=[CH:11][C:6]([C:7]([O:9][CH3:10])=[O:8])=[C:5]([F:15])[CH:4]=1)#[N:2].[NH2:16][OH:17]>CO>[NH2:2][C:1](=[N:16][OH:17])[C:3]1[C:12]([O:13][CH3:14])=[CH:11][C:6]([C:7]([O:9][CH3:10])=[O:8])=[C:5]([F:15])[CH:4]=1. Procedure details: Methyl 4-cyano-2-fluoro-5-methoxybenzoate (64 mg; 0.31 mmol; 1 eq.) was dissolved in MeOH. Hydroxylamine (90.23 μl; 1.53 mmol; 5 eq.) was added and the mixture was stirred at RT overnight. As the reaction was not complete, it was heated at 50° C. for one more day. The solvents were then evaporated, affording the title product as an orange oil, which was used without further purification (74 mg; 100%). LC/MS (Method B): 243.1 (M+H)+. HPLC (Method A) Rt 1.24 min (Purity: 80.3%).